From a dataset of the Open Reaction Database (ORD), a public repository of structured organic reaction records. describe an organic reaction: reactants, conditions, products, and yield Starting materials: O.Cl.Cl.C(C1=CC=CC=C1)N(CCC1N(C(N(C1)CC)=N)C1=CC=CC=C1)CC1=CC=CC=C1 (4-(2-dibenzylaminoethyl)-1-ethyl-2-imino-3-phenylimidazolidine dihydrochloride hydrate), [H][H] (hydrogen). Reagents/catalysts: [Pd] (palladium). Solvent: C(C)O (ethanol). The product is Cl.Cl.NCCC1N(C(N(C1)CC)=N)C1=CC=CC=C1 (4-(2-Aminoethyl)-1-ethyl-2-imino-3-phenylimidazolidine Dihydrochloride). Yield: 70.0%. RXN SMILES: O.[ClH:2].Cl.C([N:11](CC1C=CC=CC=1)[CH2:12][CH2:13][CH:14]1[CH2:18][N:17]([CH2:19][CH3:20])[C:16](=[NH:21])[N:15]1[C:22]1[CH:27]=[CH:26][CH:25]=[CH:24][CH:23]=1)C1C=CC=CC=1.[H][H]>C(O)C.[Pd]>[ClH:2].[ClH:2].[NH2:11][CH2:12][CH2:13][CH:14]1[CH2:18][N:17]([CH2:19][CH3:20])[C:16](=[NH:21])[N:15]1[C:22]1[CH:27]=[CH:26][CH:25]=[CH:24][CH:23]=1 |f:0.1.2.3,7.8.9|. Procedure: A solution of 10.0 g (0.023 mole) of 4-(2-dibenzylaminoethyl)-1-ethyl-2-imino-3-phenylimidazolidine dihydrochloride hydrate in 175 ml of ethanol was shaken for 7 hours in a Parr apparatus at 70° C. with palladium catalyst at 45 p.s.i. hydrogen. After filtering and concentrating the filtrate in vacuo, the solid residue was recrystallized from a 80/20% mixture of isopropanol-ethanol. The salt weighed 4.55 g (70% yield); m.p. 223°-224° C. Starting materials: OC=1C=C2C(C=C(OC2=CC1)C1=CC=CC=C1)=O (6-hydroxyflavone), BrCCCCCCCl (1-bromo-6-chlorohexane), ClCCCCOC=1C=C2C(C=C(OC2=CC1)C1=CC=CC=C1)=O (6-(4-chlorobutoxy)flavone), ClCCCCCCOC=1C=C2C(C=C(OC2=CC1)C1=CC=CC=C1)=O (6-(6-chlorohexoxy)flavone), OCCC1CCNCC1 (4-(2-hydroxyethyl)piperidine), [I-].[Na+] (sodium iodide), C([O-])([O-])=O.[K+].[K+] (potassium carbonate). The solvent is CN(C)C=O (DMF), O (water). The product is Cl.OCCC1CCN(CC1)CCCCCCOC=1C=CC2=C(C(C=C(O2)C2=CC=CC=C2)=O)C1 (6-[6-(4-(2-Hydroxyethyl)piperidinyl)hexoxy1-2-phenyl-4H-1-benzopyran-4-one hydrochloride). Reaction SMILES: [Cl:1][CH2:2][CH2:3][CH2:4][CH2:5][CH2:6][CH2:7][O:8][C:9]1[CH:10]=[C:11]2[C:16](=[CH:17][CH:18]=1)[O:15][C:14]([C:19]1[CH:24]=[CH:23][CH:22]=[CH:21][CH:20]=1)=[CH:13][C:12]2=[O:25].OC1C=C2C(=CC=1)OC(C1C=CC=CC=1)=CC2=O.BrCCCCCCCl.ClCCCCOC1C=C2C(=CC=1)OC(C1C=CC=CC=1)=CC2=O.[OH:75][CH2:76][CH2:77][CH:78]1[CH2:83][CH2:82][NH:81][CH2:80][CH2:79]1.[I-].[Na+].C(=O)([O-])[O-].[K+].[K+]>CN(C=O)C.O>[ClH:1].[OH:75][CH2:76][CH2:77][CH:78]1[CH2:83][CH2:82][N:81]([CH2:2][CH2:3][CH2:4][CH2:5][CH2:6][CH2:7][O:8][C:9]2[CH:18]=[CH:17][C:16]3[O:15][C:14]([C:19]4[CH:24]=[CH:23][CH:22]=[CH:21][CH:20]=4)=[CH:13][C:12](=[O:25])[C:11]=3[CH:10]=2)[CH2:80][CH2:79]1 |f:5.6,7.8.9,12.13|. Procedure details: A mixture of 6-(6-chlorohexoxy)flavone (Prepared from 6-hydroxyflavone and 1-bromo-6-chlorohexane by a manner similar to 6-(4-chlorobutoxy)flavone described in Example 1.) (2.00 g, 5.6 mmol), 4-(2-hydroxyethyl)piperidine (1.09 g, 8.4 mmol), sodium iodide (0.92 g, 6.1 mmol), and potassium carbonate (1.16 g, 8.4 mmol) in anhydrous DMF was stirred at 80°-90° C. for 24 hours. The reaction was cooled to room temperature and water (300 mL) was added to the flask. The resulting precipitate was collecte...